The task is: describe an organic reaction: reactants, conditions, products, and yield. This data is from the Open Reaction Database (ORD), a public repository of structured organic reaction records. Starting materials: ClCCl, CO, O=c1[nH]nc2n1-c1ccc(Cl)cc1C(c1ccccc1F)=CC2, C=[N+]=[N-]. Product: Cn1nc2n(c1=O)-c1ccc(Cl)cc1C(c1ccccc1F)=CC2. As a reaction SMILES: [CH2:29]([Cl:30])[Cl:31].[CH3:27][OH:28].[Cl:1][c:2]1[cH:3][cH:4][c:5]2[c:6]([cH:23]1)[C:7]([c:16]1[c:17]([F:22])[cH:18][cH:19][cH:20][cH:21]1)=[CH:8][CH2:9][c:10]1[n:11]-2[c:12](=[O:15])[nH:13][n:14]1.[N+:24](=[N-:25])=[CH2:26]>>[Cl:1][c:2]1[cH:3][cH:4][c:5]2[c:6]([cH:23]1)[C:7]([c:16]1[c:17]([F:22])[cH:18][cH:19][cH:20][cH:21]1)=[CH:8][CH2:9][c:10]1[n:11]-2[c:12](=[O:15])[n:13]([CH3:26])[n:14]1. The reactants are NC1=NC(=CC(=N1)Cl)C (2-amino-4-chloro-6-methylpyrimidine), NCCC(=O)NC=1C=C2C(=CC(=NC2=CC1)C)N (3-amino-N-(4-amino-2-methyl-quinolin-6-yl)-propionamide), C(C)(C)N(CC)C(C)C (diisopropyl ethylamine). The solvent is CC(=O)N(C)C (dimethylacetamide). Product: NC1=NC(=CC(=N1)NCCC(=O)NC=1C=C2C(=CC(=NC2=CC1)C)N)C (3-(2-Amino-6-methyl-pyrimidin-4-ylamino)-N-(4-amino-2-methyl-quinolin-6-yl)-propionamide). The yield is 36.6%. RXN SMILES: [NH2:1][C:2]1[N:7]=[C:6](Cl)[CH:5]=[C:4]([CH3:9])[N:3]=1.[NH2:10][CH2:11][CH2:12][C:13]([NH:15][C:16]1[CH:17]=[C:18]2[C:23](=[CH:24][CH:25]=1)[N:22]=[C:21]([CH3:26])[CH:20]=[C:19]2[NH2:27])=[O:14].C(N(C(C)C)CC)(C)C>CC(N(C)C)=O>[NH2:1][C:2]1[N:7]=[C:6]([NH:10][CH2:11][CH2:12][C:13]([NH:15][C:16]2[CH:17]=[C:18]3[C:23](=[CH:24][CH:25]=2)[N:22]=[C:21]([CH3:26])[CH:20]=[C:19]3[NH2:27])=[O:14])[CH:5]=[C:4]([CH3:9])[N:3]=1. Procedure: A solution of 0.05 g (0.35 mmol) 2-amino-4-chloro-6-methylpyrimidine, 0.204 mg (0.35 mmol) 3-amino-N-(4-amino-2-methyl-quinolin-6-yl)-propionamide and 0.18 mg (1.39 mmol) diisopropyl ethylamine in 5 ml dimethylacetamide was stirred at 100° C. for 2 h. After evaporation of the solvent the residue was purified by HPLC and lyophilized to yield 45 mg of the title compound. MS 352.3 (M+H)+, 1H-NMR (DMSO-d6) δ 2.20 (s, 3H), 2.55 (s, 3H), 2.70 (m, 2H), 3.65 (m, 2H), 6.1 (s, NH), 7.70-7.90 (m, 5H), 8.60... Starting materials: IC1=NN(C2=NC=NC(=C21)N)[C@@H]2CC[C@@H](CC2)N2CCN(CC2)C (cis-3-iodo-1-[4-(4-methylpiperazino)cyclohexyl]-1H-pyrazolo[3,4-d]pyrimidin-4-amine), COC=1C=C(C=CC1N(C(CCC1=CC=CC=C1)=O)C)B(O)O (3-methoxy-4-[methyl(3-phenylpropanoyl)amino]phenylboronic acid), C([O-])([O-])=O.[Na+].[Na+] (sodium carbonate). The reagents and catalysts are C=1C=CC(=CC1)[P](C=2C=CC=CC2)(C=3C=CC=CC3)[Pd]([P](C=4C=CC=CC4)(C=5C=CC=CC5)C=6C=CC=CC6)([P](C=7C=CC=CC7)(C=8C=CC=CC8)C=9C=CC=CC9)[P](C=1C=CC=CC1)(C=1C=CC=CC1)C=1C=CC=CC1 (tetrakis(triphenylphosphine)palladium). Run in COCCOC (ethylene glycol dimethyl ether), O (water). Run at temperature 85 celsius. The product is NC1=C2C(=NC=N1)N(N=C2C2=CC(=C(C=C2)N(C(CCC2=CC=CC=C2)=O)C)OC)[C@@H]2CC[C@@H](CC2)N2CCN(CC2)C (cis-N1-(4-{4-amino-1-[4-(4-methylpiperazino)cyclohexyl]-1H-pyrazolo[3,4-d]pyrimidin-3-yl}-2-methoxyphenyl)-N1-methyl-3-phenylpropanamide). Isolated yield 9.6%. As a reaction SMILES: I[C:2]1[C:10]2[C:5](=[N:6][CH:7]=[N:8][C:9]=2[NH2:11])[N:4]([C@H:12]2[CH2:17][CH2:16][C@@H:15]([N:18]3[CH2:23][CH2:22][N:21]([CH3:24])[CH2:20][CH2:19]3)[CH2:14][CH2:13]2)[N:3]=1.[CH3:25][O:26][C:27]1[CH:28]=[C:29](B(O)O)[CH:30]=[CH:31][C:32]=1[N:33]([CH3:44])[C:34](=[O:43])[CH2:35][CH2:36][C:37]1[CH:42]=[CH:41][CH:40]=[CH:39][CH:38]=1.C(=O)([O-])[O-].[Na+].[Na+]>COCCOC.O.C1C=CC([P]([Pd]([P](C2C=CC=CC=2)(C2C=CC=CC=2)C2C=CC=CC=2)([P](C2C=CC=CC=2)(C2C=CC=CC=2)C2C=CC=CC=2)[P](C2C=CC=CC=2)(C2C=CC=CC=2)C2C=CC=CC=2)(C2C=CC=CC=2)C2C=CC=CC=2)=CC=1>[NH2:11][C:9]1[N:8]=[CH:7][N:6]=[C:5]2[N:4]([C@H:12]3[CH2:17][CH2:16][C@@H:15]([N:18]4[CH2:23][CH2:22][N:21]([CH3:24])[CH2:20][CH2:19]4)[CH2:14][CH2:13]3)[N:3]=[C:2]([C:29]3[CH:30]=[CH:31][C:32]([N:33]([CH3:44])[C:34](=[O:43])[CH2:35][CH2:36][C:37]4[CH:38]=[CH:39][CH:40]=[CH:41][CH:42]=4)=[C:27]([O:26][CH3:25])[CH:28]=3)[C:10]=12 |f:2.3.4,^1:64,66,85,104|. Reported procedure: A solution of cis-3-iodo-1-[4-(4-methylpiperazino)cyclohexyl]-1H-pyrazolo[3,4-d]pyrimidin-4-amine (0.293 g, 0.664 mmol) in ethylene glycol dimethyl ether (10 mL) was treated with 3-methoxy-4-[methyl(3-phenylpropanoyl)amino]phenylboronic acid (0.290 g, 0.730 mmol), tetrakis(triphenylphosphine)palladium (0.046 g, 0.040 mmol), and a solution of sodium carbonate (0.169 g, 1.59 mmol) in water (5 mL). The reaction mixture was stirred over night at 85° C. under a nitrogen atmosphere. The solvent was re... Starting materials: ClC1=C(C=C(C(=C1)OC)[N+](=O)[O-])OC (1-chloro-2,5-bis(methyloxy)-4-nitrobenzene), C(C)(C)N1CCNCC1 (isopropylpiperizine), C([O-])([O-])=O.[Cs+].[Cs+] (cesium carbonate), CC1(C2=C(C(=CC=C2)P(C3=CC=CC=C3)C4=CC=CC=C4)OC5=C(C=CC=C51)P(C6=CC=CC=C6)C7=CC=CC=C7)C (XANTPHOS). Reagents/catalysts: C=1C=CC(=CC1)/C=C/C(=O)/C=C/C2=CC=CC=C2.C=1C=CC(=CC1)/C=C/C(=O)/C=C/C2=CC=CC=C2.C=1C=CC(=CC1)/C=C/C(=O)/C=C/C2=CC=CC=C2.[Pd].[Pd] (Pd2dba3). Conditions: temperature 100 celsius. The product is COC1=C(C=C(C(=C1)[N+](=O)[O-])OC)N1CCN(CC1)C(C)C (1-[2,5-bis(methyloxy)-4-nitrophenyl]-4-(1-methylethyl)piperazine). The yield is 75.3%. Reaction SMILES: Cl[C:2]1[CH:7]=[C:6]([O:8][CH3:9])[C:5]([N+:10]([O-:12])=[O:11])=[CH:4][C:3]=1[O:13][CH3:14].[CH:15]([N:18]1[CH2:23][CH2:22][NH:21][CH2:20][CH2:19]1)([CH3:17])[CH3:16].C(=O)([O-])[O-].[Cs+].[Cs+].CC1(C)C2C(=C(P(C3C=CC=CC=3)C3C=CC=CC=3)C=CC=2)OC2C(P(C3C=CC=CC=3)C3C=CC=CC=3)=CC=CC1=2>C1C=CC(/C=C/C(/C=C/C2C=CC=CC=2)=O)=CC=1.C1C=CC(/C=C/C(/C=C/C2C=CC=CC=2)=O)=CC=1.C1C=CC(/C=C/C(/C=C/C2C=CC=CC=2)=O)=CC=1.[Pd].[Pd]>[CH3:14][O:13][C:3]1[CH:4]=[C:5]([N+:10]([O-:12])=[O:11])[C:6]([O:8][CH3:9])=[CH:7][C:2]=1[N:21]1[CH2:22][CH2:23][N:18]([CH:15]([CH3:17])[CH3:16])[CH2:19][CH2:20]1 |f:2.3.4,6.7.8.9.10|. Procedure details: 1-chloro-2,5-bis(methyloxy)-4-nitrobenzene (3.25 g, 15 mmol, TCl America), isopropylpiperizine (3.84 g, 30 mmol, Oakwood Products), cesium carbonate (9.8 g, 30 mmol), Pd2dba3 (1.37 g, 1.5 mmol), and XANTPHOS (1.3 g, 2.25 mmol) were added to degassed dioxane (80 mL) and heated to 100° C. under a water cooled reflux condenser for 12 hours. The dioxane was removed under reduced pressure and the solids were partitioned between methylene chloride (500 mL) and water (500 mL). The organic layer was dri...